This data is from the Open Reaction Database (ORD), a public repository of structured organic reaction records. The task is: describe an organic reaction: reactants, conditions, products, and yield The reactants are 2g, C(C)(C)(C)N(C(C(=O)OCC)=O)CCCCCCO[Si](C)(C)C(C)(C)C (ethyl 2-(tert-butyl(6-(tert-butyldimethylsilyloxy)hexyl)amino)-2-oxoacetate), [F-].C(CCC)[N+](CCCC)(CCCC)CCCC (tetra-n-butyl ammonium fluoride). The solvent is C1CCOC1 (THF), C1CCOC1 (THF), CCCCCCC.C(C)(=O)OCC (heptane ethyl acetate). Run at time 1 hour. The product is C(C)(C)(C)N(C(C(=O)OCC)=O)CCCCCCO (ethyl 2-(tert-butyl(6-hydroxyhexyl)amino)-2-oxoacetate). RXN SMILES: [C:1]([N:5]([CH2:13][CH2:14][CH2:15][CH2:16][CH2:17][CH2:18][O:19][Si](C(C)(C)C)(C)C)[C:6](=[O:12])[C:7]([O:9][CH2:10][CH3:11])=[O:8])([CH3:4])([CH3:3])[CH3:2].[F-].C([N+](CCCC)(CCCC)CCCC)CCC>C1COCC1.CCCCCCC.C(OCC)(=O)C>[C:1]([N:5]([CH2:13][CH2:14][CH2:15][CH2:16][CH2:17][CH2:18][OH:19])[C:6](=[O:12])[C:7]([O:9][CH2:10][CH3:11])=[O:8])([CH3:3])([CH3:4])[CH3:2] |f:1.2,4.5|. Procedure details: A solution of 2g of 16e in 20 ml of THF was treated with 11 ml of 1M tetra-n-butyl ammonium fluoride in THF at 55° C. After stirring for 1 hr the mixture was concentrated, diluted with 50 ml of 5% aq. NH4Cl and 10 ml of sat. NaCl and extracted with ethyl acetate. The organic layer was concentrated to give an oil. This was passed trough a silica pad using a gradient of heptane/ethyl acetate as eluent, to provide 1.5 g of 16f as a colorless oil, which was used without further purification in the n... Reactants: OCCBr, O=C([O-])[O-], CCOC(C)=O, CNC(=O)c1c2cc(C3CC3)c(NS(C)(=O)=O)cc2nn1-c1ccc(Oc2ccc(F)cc2)cc1, [K+], [K+]. Product: CNC(=O)c1c2cc(C3CC3)c(N(CCO)S(C)(=O)=O)cc2nn1-c1ccc(Oc2ccc(F)cc2)cc1. As a reaction SMILES: [Br:42][CH2:43][CH2:44][OH:45].[C:36](=[O:37])([O-:38])[O-:39].[CH3:46][CH2:47][O:48][C:49]([CH3:50])=[O:51].[CH:1]1([c:4]2[cH:5][c:6]3[c:7]([C:32](=[O:33])[NH:34][CH3:35])[n:8](-[c:18]4[cH:19][cH:20][c:21]([O:24][c:25]5[cH:26][cH:27][c:28]([F:31])[cH:29][cH:30]5)[cH:22][cH:23]4)[n:9][c:10]3[cH:11][c:12]2[NH:13][S:14](=[O:15])(=[O:16])[CH3:17])[CH2:2][CH2:3]1.[K+:40].[K+:41]>>[CH:1]1([c:4]2[cH:5][c:6]3[c:7]([C:32](=[O:33])[NH:34][CH3:35])[n:8](-[c:18]4[cH:19][cH:20][c:21]([O:24][c:25]5[cH:26][cH:27][c:28]([F:31])[cH:29][cH:30]5)[cH:22][cH:23]4)[n:9][c:10]3[cH:11][c:12]2[N:13]([S:14](=[O:15])(=[O:16])[CH3:17])[CH2:43][CH2:44][OH:45])[CH2:2][CH2:3]1. Starting materials: FC1=CC(=C(C=O)C=C1)C=C (4-fluoro-2-vinylbenzaldehyde), [BH4-].[Na+] (NaBH4). Run in CO (MeOH), O (water). Conditions: time 1 hour. Yields the product FC1=CC(=C(C=C1)CO)C=C ((4-fluoro-2-vinylphenyl)methanol). Yield: 74.0%. RXN SMILES: [F:1][C:2]1[CH:9]=[CH:8][C:5]([CH:6]=[O:7])=[C:4]([CH:10]=[CH2:11])[CH:3]=1.[BH4-].[Na+]>CO.O>[F:1][C:2]1[CH:9]=[CH:8][C:5]([CH2:6][OH:7])=[C:4]([CH:10]=[CH2:11])[CH:3]=1 |f:1.2|. Procedure: To a mixture of 1-bromo-4-fluoro-2-vinylbenzene (0.32 g, 1.592 mmol) in tetrahydrofuran (5 mL) at −78° C. was added BuLi (0.764 mL, 1.910 mmol) dropwise. It was then stirred at this temperature for 1 h, then N,N-dimethylformamide (0.185 mL, 2.388 mmol) was added. The reaction mixture was stirred at −78° C. for 30 min, then warmed to rt and stirred at rt for 3 h. It was then quenched with NH4Cl, extracted with ether. The organic layer was dried over MgSO4, filtered and concentrated to obtain 4-fl... Reactants: ClC=1OC2=C(C1)C=C(C=C2)C(=C(C2=CC=C(C=C2)OCCCl)C2=CC=C(C=C2)O)CC (4-(2-(2-chlorobenzofuran-5-yl)-1-(4-(2-chloroethoxy)phenyl)but-1-enyl)phenol), N1CCCC1 (pyrrolidine). Run in CO (MeOH). The product is ClC=1OC2=C(C1)C=C(C=C2)C(=C(C2=CC=C(C=C2)OCCN2CCCC2)C2=CC=C(C=C2)O)CC (4-(2-(2-Chlorobenzofuran-5-yl)-1-(4-(2-(pyrrolidin-1-yl)ethoxy)phenyl)but-1-enyl)phenol). Isolated yield 68.0%. As a reaction SMILES: [Cl:1][C:2]1[O:3][C:4]2[CH:10]=[CH:9][C:8]([C:11]([CH2:30][CH3:31])=[C:12]([C:23]3[CH:28]=[CH:27][C:26]([OH:29])=[CH:25][CH:24]=3)[C:13]3[CH:18]=[CH:17][C:16]([O:19][CH2:20][CH2:21]Cl)=[CH:15][CH:14]=3)=[CH:7][C:5]=2[CH:6]=1.[NH:32]1[CH2:36][CH2:35][CH2:34][CH2:33]1>CO>[Cl:1][C:2]1[O:3][C:4]2[CH:10]=[CH:9][C:8]([C:11]([CH2:30][CH3:31])=[C:12]([C:23]3[CH:28]=[CH:27][C:26]([OH:29])=[CH:25][CH:24]=3)[C:13]3[CH:18]=[CH:17][C:16]([O:19][CH2:20][CH2:21][N:32]4[CH2:36][CH2:35][CH2:34][CH2:33]4)=[CH:15][CH:14]=3)=[CH:7][C:5]=2[CH:6]=1. Procedure: According to the same procedure as example 1, step E described, 4-(2-(2-chlorobenzofuran-5-yl)-1-(4-(2-chloroethoxy)phenyl)but-1-enyl)phenol (70 mg, 1.0 eq, made by example 11, step D) was reacted with pyrrolidine (1 mL) in MeOH (3 mL) under reflux to give the desired product (51 mg, 68%, Z/E=1/2.6) as a yellow solid. 1H NMR (400 MHz, CDCl3) δ 7.24 (s, 1H), 7.20 (d, J=9.2 Hz, 1H), 7.09 & 7.06 (d, J=8.4 Hz, 2H), 7.00 (d, J=8.8 Hz, 1H), 6.78 & 6.72 (d, J=8.2 Hz, 2H), 6.68 (d, J=8.6 Hz, 2H), 6.46 &... The reactants are C1[C@H]2N(CCN1)C[C@@H](CC2)CN2C(OC1=C2C=CC=C1)=O (3-[(7R,9aS)-2,3,4,6,7,8,9,9a-octahydro-1H-pyrido[1,2-a]-pyrazin-7-ylmethyl]-3H-benzoxazol-2-one), ClC1=NC=C(C=C1)Cl (2,5-dichloropyridine), Cl (HCl). Yields the product ClC=1C=CC(=NC1)N1C[C@H]2N(CC1)C[C@@H](CC2)CN2C(OC1=C2C=CC=C1)=O (3-[(7R,9aS)-2-(5-Chloropyridin-2-yl)-2,3,4,6,7,8,9,9a-octahydro-1H-pyrido[1,2-a]-pyrazin-7-ylmethyl]-3H-benzoxazol-2-one). As a reaction SMILES: [CH2:1]1[NH:6][CH2:5][CH2:4][N:3]2[CH2:7][C@H:8]([CH2:11][N:12]3[C:16]4[CH:17]=[CH:18][CH:19]=[CH:20][C:15]=4[O:14][C:13]3=[O:21])[CH2:9][CH2:10][C@@H:2]12.Cl[C:23]1[CH:28]=[CH:27][C:26]([Cl:29])=[CH:25][N:24]=1.Cl>>[Cl:29][C:26]1[CH:27]=[CH:28][C:23]([N:6]2[CH2:5][CH2:4][N:3]3[CH2:7][C@H:8]([CH2:11][N:12]4[C:16]5[CH:17]=[CH:18][CH:19]=[CH:20][C:15]=5[O:14][C:13]4=[O:21])[CH2:9][CH2:10][C@H:2]3[CH2:1]2)=[N:24][CH:25]=1. Reported procedure: The title compound was synthesized according to Preparation 11 from 3-[(7R,9aS)-2,3,4,6,7,8,9,9a-octahydro-1H-pyrido[1,2-a]-pyrazin-7-ylmethyl]-3H-benzoxazol-2-one (Preparation 12) and 2,5-dichloropyridine. mp (.HCl) 247–248° C. HRMS calcd for C21H23ClN4O2: 398.1510, found: 398.1484. Starting materials: COC1=CC=C(C=C1)N1N=C(N=C1C1=CC=C(C=C1)OC)O (1,5-bis(4-methoxyphenyl)-1H-1,2,4-triazol-3-ol), ClCC(=O)N(C)C (2-chloro-N,N-dimethylacetamide). The product is COC1=CC=C(C=C1)N1N=C(N=C1C1=CC=C(C=C1)OC)OCC(=O)N(C)C (2-{[1,5-bis(4-methoxyphenyl)-1H-1,2,4-triazol-3-yl]oxy}-N,N-dimethylacetamide). The yield is 72.6%. As a reaction SMILES: [CH3:1][O:2][C:3]1[CH:8]=[CH:7][C:6]([N:9]2[C:13]([C:14]3[CH:19]=[CH:18][C:17]([O:20][CH3:21])=[CH:16][CH:15]=3)=[N:12][C:11]([OH:22])=[N:10]2)=[CH:5][CH:4]=1.Cl[CH2:24][C:25]([N:27]([CH3:29])[CH3:28])=[O:26]>>[CH3:1][O:2][C:3]1[CH:4]=[CH:5][C:6]([N:9]2[C:13]([C:14]3[CH:19]=[CH:18][C:17]([O:20][CH3:21])=[CH:16][CH:15]=3)=[N:12][C:11]([O:22][CH2:24][C:25]([N:27]([CH3:29])[CH3:28])=[O:26])=[N:10]2)=[CH:7][CH:8]=1. Reported procedure: 2-{[1,5-bis(4-methoxyphenyl)-1H-1,2,4-triazol-3-yl]oxy}-N,N-dimethylacetamide (467 mg, 72.6% yield) was prepared from 1,5-bis(4-methoxyphenyl)-1H-1,2,4-triazol-3-ol and 2-chloro-N,N-dimethylacetamide by the similar manner described for Example 18. The yield is 79.9%. Yields the product O1C(=CC=C1)C=1N=C(SC1N1CCOCC1)NC(C1=CC=C(C=C1)CN1C=NC=C1)=O (N-[4-(2-Furyl)-5-morpholinothiazol-2-yl]-4-(imidazol-1-ylmethyl)benzamide). The solvent is CN(C)C=O (DMF). Procedure: Compound 59 (448 mg, 1.00 mmol) was dissolved in DMF (4 mL), imidazole (204 mg, 3.00 mmol) was added thereto, followed by stirring at 65° C. for 2 hours. Water was added to the reaction mixture, followed by extraction with ethyl acetate. The organic layer was washed with a saturated aqueous solution of sodium chloride and dried over anhydrous magnesium sulfate, and then the solvent was distilled away under reduced pressure. The resulting residue was purified through silica gel column chromatogra... Run at temperature 65 celsius, time 2 hour. Reaction SMILES: Br[CH2:2][C:3]1[CH:27]=[CH:26][C:6]([C:7]([NH:9][C:10]2[S:11][C:12]([N:20]3[CH2:25][CH2:24][O:23][CH2:22][CH2:21]3)=[C:13]([C:15]3[O:16][CH:17]=[CH:18][CH:19]=3)[N:14]=2)=[O:8])=[CH:5][CH:4]=1.[NH:28]1[CH:32]=[CH:31][N:30]=[CH:29]1.O>CN(C=O)C>[O:16]1[CH:17]=[CH:18][CH:19]=[C:15]1[C:13]1[N:14]=[C:10]([NH:9][C:7](=[O:8])[C:6]2[CH:26]=[CH:27][C:3]([CH2:2][N:28]3[CH:32]=[CH:31][N:30]=[CH:29]3)=[CH:4][CH:5]=2)[S:11][C:12]=1[N:20]1[CH2:25][CH2:24][O:23][CH2:22][CH2:21]1. Reactants: N1C=NC=C1 (imidazole), BrCC1=CC=C(C(=O)NC=2SC(=C(N2)C=2OC=CC2)N2CCOCC2)C=C1 (4-Bromomethyl-N-[4-(2-furyl)-5-morpholinothiazol-2-yl]benzamide), O (Water).